This data is from the Open Reaction Database (ORD), a public repository of structured organic reaction records. The task is: describe an organic reaction: reactants, conditions, products, and yield Starting materials: C(CCCC)S (pentane-1-thiol), C(=O)([O-])[O-].[K+].[K+] (K2CO3), CC1(C2=C(C(=CC=C2)P(C3=CC=CC=C3)C4=CC=CC=C4)OC5=C(C=CC=C51)P(C6=CC=CC=C6)C7=CC=CC=C7)C (Xantphos), BrC1=C(N(C=N1)COCC[Si](C)(C)C)C=1C=NC=CC1 (3-[5-bromo-3-(2-trimethylsilanyl-ethoxymethyl)-3H-imidazol-4-yl]-pyridine). The reagents and catalysts are C=1C=CC(=CC1)/C=C/C(=O)/C=C/C2=CC=CC=C2.C=1C=CC(=CC1)/C=C/C(=O)/C=C/C2=CC=CC=C2.C=1C=CC(=CC1)/C=C/C(=O)/C=C/C2=CC=CC=C2.[Pd].[Pd] (Pd2(dba)3). Run in C(C)(=O)OCC (ethyl acetate), C=1(C(=CC=CC1)C)C (xylene). Reaction conditions: time 2 hour. The product is C(CCCC)SC1=C(N(C=N1)COCC[Si](C)(C)C)C=1C=NC=CC1 (3-[5-pentylsulfanyl-3-(2-trimethylsilanyl-ethoxymethyl)-3H-imidazol-4-yl]-pyridine). Yield: 30.0%. As a reaction SMILES: Br[C:2]1[N:6]=[CH:5][N:4]([CH2:7][O:8][CH2:9][CH2:10][Si:11]([CH3:14])([CH3:13])[CH3:12])[C:3]=1[C:15]1[CH:16]=[N:17][CH:18]=[CH:19][CH:20]=1.[CH2:21]([SH:26])[CH2:22][CH2:23][CH2:24][CH3:25].C([O-])([O-])=O.[K+].[K+].CC1(C)C2C(=C(P(C3C=CC=CC=3)C3C=CC=CC=3)C=CC=2)OC2C(P(C3C=CC=CC=3)C3C=CC=CC=3)=CC=CC1=2>C(OCC)(=O)C.C1C=CC(/C=C/C(/C=C/C2C=CC=CC=2)=O)=CC=1.C1C=CC(/C=C/C(/C=C/C2C=CC=CC=2)=O)=CC=1.C1C=CC(/C=C/C(/C=C/C2C=CC=CC=2)=O)=CC=1.[Pd].[Pd].C1(C)C(C)=CC=CC=1>[CH2:21]([S:26][C:2]1[N:6]=[CH:5][N:4]([CH2:7][O:8][CH2:9][CH2:10][Si:11]([CH3:14])([CH3:13])[CH3:12])[C:3]=1[C:15]1[CH:16]=[N:17][CH:18]=[CH:19][CH:20]=1)[CH2:22][CH2:23][CH2:24][CH3:25] |f:2.3.4,7.8.9.10.11|. Procedure details: To a degassed solution of xylene (100 ml) containing 73 (1.82 g, 5.16 mmol), were added 1.25 eq (0.80 ml) of pentane-1-thiol and 1.25 eq of K2CO3 (0.8 g). The resulting mixture was stirred for another 2 hours under N2. Successively were added 10 mol % of Pd2(dba)3 (470 mg) and 20 mol % mmol Xantphos (600 mg). After the addition, the resulting solution was stirred for 18 hours at 130° C. under N2. After cooling to room temperature, the mixture was diluted with ethyl acetate, washed with a saturat... The reactants are BrC=1C=C(C=NC1)OC(C)C (5-bromo-3-isopropoxypyridine), CN([C@@H](C)CC=C)C(=O)OC(C)(C)C ((2S)—N-methyl-N-(tert-butoxycarbonyl)-4-penten-2-amine), C1(=C(C=CC=C1)P(C1=C(C=CC=C1)C)C1=C(C=CC=C1)C)C (tri-o-tolylphosphine). The reagents and catalysts are [Pd] (palladium), C(C)(=O)[O-].[Pd+2].C(C)(=O)[O-] (palladium(II) acetate). The solvent is C(C)#N.C(C)N(CC)CC (acetonitrile triethylamine). Reaction conditions: temperature 80 celsius. Product: CN[C@@H](C)C\C=C\C=1C=NC=C(C1)OC(C)C ((2S)-(4E)-N-methyl-5-(5-isopropoxy-3-pyridyl)-4-penten-2-amine). RXN SMILES: Br[C:2]1[CH:3]=[C:4]([O:8][CH:9]([CH3:11])[CH3:10])[CH:5]=[N:6][CH:7]=1.[CH3:12][N:13](C(OC(C)(C)C)=O)[C@H:14]([CH2:16][CH:17]=[CH2:18])[CH3:15].C1(C)C=CC=CC=1P(C1C=CC=CC=1C)C1C=CC=CC=1C>C(#N)C.C(N(CC)CC)C.[Pd].C([O-])(=O)C.[Pd+2].C([O-])(=O)C>[CH3:12][NH:13][C@H:14]([CH2:16]/[CH:17]=[CH:18]/[C:2]1[CH:7]=[N:6][CH:5]=[C:4]([O:8][CH:9]([CH3:11])[CH3:10])[CH:3]=1)[CH3:15] |f:3.4,6.7.8|. Reported procedure: The halo-substituted pyridine, (e.g., 5-bromo-3-isopropoxypyridine) can be synthesized by two different routes. In one preparation, 3,5-dibromopyridine is heated at 140° C. for 14 hours with 2 molar equivalents of potassium isopropoxide in dry isopropanol in the presence of copper powder (5%, w/w of the 3,5-dibromopyridine) in a sealed glass tube to yield 5-bromo-3-isopropoxypyridine. A second preparation of 5-bromo-3-isopropoxypyridine from 5-bromonicotinic acid can be performed as follows: (i)...